describe an organic reaction: reactants, conditions, products, and yield From a dataset of the Open Reaction Database (ORD), a public repository of structured organic reaction records. Starting materials: [Mg] (magnesium), CCOCC (ether), CN(C)C(C1C(CCCC1)=O)C1=CC=C(C=C1)F (2-[dimethylamino-(4-fluorophenyl)methyl]cyclohexanone), ClC=1C=C(C=CC1)C(F)(F)F (3-chlorobenzotrifluoride), CCOCC (ether), Grignard reagent, CCOCC (ether), [Cl-].[NH4+] (ammonium chloride). Product: crude base, Cl.CN(C)C(C1C(CCCC1)(O)CC1=CC(=CC=C1)C(F)(F)F)C1=CC=C(C=C1)F (2-[dimethylamino-(4-fluorophenyl)methyl]-1-(3-trifluoromethylbenzyl)cyclo-hexanol, hydrochloride). The yield is 69.1%. RXN SMILES: [Mg].[Cl:2][C:3]1[CH:4]=[C:5]([C:9]([F:12])([F:11])[F:10])[CH:6]=[CH:7][CH:8]=1.[CH3:13][N:14]([CH:16]([C:24]1[CH:29]=[CH:28][C:27]([F:30])=[CH:26][CH:25]=1)[CH:17]1[CH2:22][CH2:21][CH2:20][CH2:19][C:18]1=[O:23])[CH3:15].[Cl-].[NH4+].[CH3:33]COCC>>[ClH:2].[CH3:15][N:14]([CH:16]([C:24]1[CH:25]=[CH:26][C:27]([F:30])=[CH:28][CH:29]=1)[CH:17]1[CH2:22][CH2:21][CH2:20][CH2:19][C:18]1([CH2:33][C:3]1[CH:8]=[CH:7][CH:6]=[C:5]([C:9]([F:12])([F:11])[F:10])[CH:4]=1)[OH:23])[CH3:13] |f:3.4,6.7|. Reported procedure: 0.29 g (12.1 mmole) of magnesium turnings was stirred in 5 ml of ether of analysis purity. 2.35 g (12.1 mmole) of 3-chlorobenzotrifluoride dissolved in 5 ml of ether were added dropwise so that the reaction mixture boiled gently. After completion of the addition the reaction mixture was stirred for a further hour at RT. 2.51 g (10.1 mmole) of the 2-[dimethylamino-(4-fluorophenyl)methyl]cyclohexanone prepared according to Example 41 were dissolved in 5 ml of ether, added dropwise to the Grignard ... Reactants: CN1C(C(=C(C2=CC3=C(C=C12)CCC3)C3=C(C=CC=C3)C)C(=O)OCC)=O (ethyl 1-methyl-4-(2-methylphenyl)-2-oxo-1,2,7,8-tetrahydro-6H-cyclopenta[g]quinoline-3-carboxylate), [OH-].[K+] (potassium hydroxide), C(C)O (ethanol). The solvent is O (water). Conditions: temperature 80 celsius, time 20 minute. The product is CN1C(C(=C(C2=CC3=C(C=C12)CCC3)C3=C(C=CC=C3)C)C(=O)O)=O (1-methyl-4-(2-methylphenyl) -2-oxo-1,2,7,8-tetrahydro-6H-cyclopenta[g]quinoline-3-carboxylic acid). The yield is 100.3%. As a reaction SMILES: [CH3:1][N:2]1[C:11]2[C:6](=[CH:7][C:8]3[CH2:14][CH2:13][CH2:12][C:9]=3[CH:10]=2)[C:5]([C:15]2[CH:20]=[CH:19][CH:18]=[CH:17][C:16]=2[CH3:21])=[C:4]([C:22]([O:24]CC)=[O:23])[C:3]1=[O:27].[OH-].[K+].C(O)C>O>[CH3:1][N:2]1[C:11]2[C:6](=[CH:7][C:8]3[CH2:14][CH2:13][CH2:12][C:9]=3[CH:10]=2)[C:5]([C:15]2[CH:20]=[CH:19][CH:18]=[CH:17][C:16]=2[CH3:21])=[C:4]([C:22]([OH:24])=[O:23])[C:3]1=[O:27] |f:1.2|. Reported procedure: A mixture of ethyl 1-methyl-4-(2-methylphenyl)-2-oxo-1,2,7,8-tetrahydro-6H-cyclopenta[g]quinoline-3-carboxylate (2.0 g), potassium hydroxide (1.55 g) and 80% ethanol (20 ml) was stirred at 80° C. for 20 minutes. The mixture was diluted with water and acidified with 2N NCl to give crystals of 1-methyl-4-(2-methylphenyl) -2-oxo-1,2,7,8-tetrahydro-6H-cyclopenta[g]quinoline-3-carboxylic acid (1.85 g, 99.6%).